This data is from the Open Reaction Database (ORD), a public repository of structured organic reaction records. The task is: describe an organic reaction: reactants, conditions, products, and yield Reactants: CN1CC2=C(CC1)N=C(S2)C(=O)[O-].[Li+] (lithium 5-methyl-4,5,6,7-tetrahydrothiazolo[5,4-c]pyridine-2-carboxylate), Cl.CN(CCCN=C=NCC)C (1-(3-dimethylaminopropyl)-3-ethyl-carbodiimide hydrochloride), O.ON1N=NC2=C1C=CC=C2 (1-hydroxybenzo-triazole monohydrate), C(C)(C)(C)OC(=O)N[C@H]1[C@@H](CCC1)N ((±)-trans-N-tert-Butoxycarbonyl-1,2-cyclopentane-diamine). Run in CN(C=O)C (N,N-dimethylformamide). Reaction conditions: time 2 day. Yields the product Cl.CN1CC2=C(CC1)N=C(S2)C(=O)N[C@H]2[C@@H](CCC2)N ((±)-trans-N-[(5-Methyl-4,5,6,7-tetrahydrothiazolo-[5,4-c]pyridin-2-yl)carbonyl]-1,2-cyclopentanediamine hydrochloride). Isolated yield 43.3%. Reaction SMILES: C(O[C:6]([NH:8][C@@H:9]1[CH2:13][CH2:12][CH2:11][C@H:10]1[NH2:14])=[O:7])(C)(C)C.[CH3:15][N:16]1[CH2:21][CH2:20][C:19]2[N:22]=[C:23](C([O-])=O)[S:24][C:18]=2[CH2:17]1.[Li+].[ClH:29].CN(C)CCCN=C=NCC.O.ON1C2C=CC=CC=2N=N1>CN(C)C=O>[ClH:29].[CH3:15][N:16]1[CH2:21][CH2:20][C:19]2[N:22]=[C:23]([C:6]([NH:8][C@@H:9]3[CH2:13][CH2:12][CH2:11][C@H:10]3[NH2:14])=[O:7])[S:24][C:18]=2[CH2:17]1 |f:1.2,3.4,5.6,8.9|. Procedure: (±)-trans-N-tert-Butoxycarbonyl-1,2-cyclopentane-diamine (175 mg) was dissolved in N,N-dimethylformamide (3 ml), and to the solution lithium 5-methyl-4,5,6,7-tetrahydrothiazolo[5,4-c]pyridine-2-carboxylate (purity: 90%, 258 mg), 1-(3-dimethylaminopropyl)-3-ethyl-carbodiimide hydrochloride (252 mg) and 1-hydroxybenzo-triazole monohydrate (60 mg) were added. The mixture was stirred at room temperature for 2 days. The solvent was distilled off under reduced pressure using a pump, and dichloromethan... Starting materials: COc1ccc(-c2coc3cc(OC)cc(Br)c3c2=O)cc1, CS(C)=O, Cl, [Cu]I, [I-], [K+]. Product: COc1ccc(-c2coc3cc(OC)cc(I)c3c2=O)cc1. Reaction SMILES: [Br:1][c:2]1[cH:3][c:4]([O:21][CH3:22])[cH:5][c:6]2[c:7]1[c:8](=[O:20])[c:9](-[c:12]1[cH:13][cH:14][c:15]([O:18][CH3:19])[cH:16][cH:17]1)[cH:10][o:11]2.[CH3:26][S:27]([CH3:28])=[O:29].[ClH:25].[Cu:30][I:31].[I-:24].[K+:23]>>[c:2]1([I:24])[cH:3][c:4]([O:21][CH3:22])[cH:5][c:6]2[c:7]1[c:8](=[O:20])[c:9](-[c:12]1[cH:13][cH:14][c:15]([O:18][CH3:19])[cH:16][cH:17]1)[cH:10][o:11]2. The reactants are C(C1=CC=CC=C1)Br (benzyl bromide), OCC=1OC(=CC(C1OCC1=CC=CC=C1)=O)C (2-hydroxymethyl-3-benzyloxy-6-methyl-pyran-4(1H)-one), OC(C)C=1OC=CC(C1O)=O (2-(1-hydroxyethyl)-3-hydroxy-pyran-4(1H)-one). Yields the product OC(C)C=1OC=CC(C1OCC1=CC=CC=C1)=O (2-(1′-Hydroxyethyl)-3-benzyloxy-pyran-4(1H)-one), product. The yield is 82.0%. Reaction SMILES: [OH:1][CH2:2][C:3]1[O:4][C:5](C)=[CH:6][C:7](=[O:17])[C:8]=1[O:9][CH2:10][C:11]1[CH:16]=[CH:15][CH:14]=[CH:13][CH:12]=1.O[CH:20](C1OC=CC(=O)C=1O)C.C(Br)C1C=CC=CC=1>>[OH:1][CH:2]([C:3]1[O:4][CH:5]=[CH:6][C:7](=[O:17])[C:8]=1[O:9][CH2:10][C:11]1[CH:12]=[CH:13][CH:14]=[CH:15][CH:16]=1)[CH3:20]. Procedure details: The title compound was prepared by the method outlined for 2-hydroxymethyl-3-benzyloxy-6-methyl-pyran-4(1H)-one, using 4.68 g (30 mmol, 1 eq.) of 2-(1-hydroxyethyl)-3-hydroxy-pyran-4(1H)-one and 5.64 g benzyl bromide (33 mmol, 1.1 eq.) to yield the pure product 6.1 g (82%) after recrystallisation from CH2Cl2/Pet. ether 40/60, as a white crystalline solid. m.p. 97-100° C. Reactants: FC1=CC=C(C=C1)O (para-fluorophenol), C(=O)([O-])[O-].[K+].[K+] (K2CO3), ClCC(C)=O (chloroacetone). The solvent is CC(=O)C (acetone). Conditions: time 8 hour. Product: FC1=CC=C(OCC(C)=O)C=C1 (1-(4-fluoro-phenoxy)-propan-2-one). Reaction SMILES: [F:1][C:2]1[CH:7]=[CH:6][C:5]([OH:8])=[CH:4][CH:3]=1.C([O-])([O-])=O.[K+].[K+].Cl[CH2:16][C:17](=[O:19])[CH3:18]>CC(C)=O>[F:1][C:2]1[CH:7]=[CH:6][C:5]([O:8][CH2:16][C:17](=[O:19])[CH3:18])=[CH:4][CH:3]=1 |f:1.2.3|. Reported procedure: To a mixture of para-fluorophenol (15 g) and K2CO3 (18.5 g) in 100 mL acetone were added chloroacetone (10.4 mL) and of KI (22 g). After heating at reflux for 18 h the reaction mixture was cooled down and left at RT overnight. The reaction mixture was filtered, washed with acetone, and evaporated to dryness. The residue was partitioned between dichloromethane and water, the organic layer was separated and washed with water, dried over MgSO4, and evaporated to yield 15 g of 1-(4-fluoro-phenoxy)-p... The reactants are Cl (hydrochloric acid), [OH-].[Na+] (sodium hydroxide), N(=[N+]=[N-])C1C(N(C2=C(CC1)C=CC(=C2)OC)CC(=O)OCC)=O (3-azido-1-ethoxycarbonylmethyl-8-methoxy-2,3,4,5-tetrahydro-1H-[1]-benzazepin-2-one). Solvent: O (water), CO (methanol), O (Water). Reaction conditions: time 2 hour. The product is N(=[N+]=[N-])C1C(N(C2=C(CC1)C=CC(=C2)OC)CC(=O)O)=O (3-azido-1-carboxymethyl-8-methoxy-2,3,4,5-tetrahydro-1H-[1]-benzazepin-2-one). RXN SMILES: [N:1]([CH:4]1[CH2:10][CH2:9][C:8]2[CH:11]=[CH:12][C:13]([O:15][CH3:16])=[CH:14][C:7]=2[N:6]([CH2:17][C:18]([O:20]CC)=[O:19])[C:5]1=[O:23])=[N+:2]=[N-:3].[OH-].[Na+].Cl>CO.O>[N:1]([CH:4]1[CH2:10][CH2:9][C:8]2[CH:11]=[CH:12][C:13]([O:15][CH3:16])=[CH:14][C:7]=2[N:6]([CH2:17][C:18]([OH:20])=[O:19])[C:5]1=[O:23])=[N+:2]=[N-:3] |f:1.2|. Procedure: A suspension of 3-azido-1-ethoxycarbonylmethyl-8-methoxy-2,3,4,5-tetrahydro-1H-[1]-benzazepin-2-one (13.8 g) in methanol (75 ml) was treated with a solution of sodium hydroxide (1.9 g) in water (75 ml). The reaction mixture was stirred at 40°-45° for 2 hours. Water (100 ml) was added and the mixture was acidified with concentrated hydrochloric acid (10 ml) and extracted with methylene chloride (3×75 ml). The combined methylene chloride solutions were dried over magnesium sulfate and evaporated a...